Dataset: the Open Reaction Database (ORD), a public repository of structured organic reaction records. Task: describe an organic reaction: reactants, conditions, products, and yield Reactants: C1CCOC1, [Li]CCCC, CCCCCC, [Cl-], ICCI, [NH4+], CCCN(Cc1ccc(-c2ccccc2-c2nnnn2C(c2ccccc2)(c2ccccc2)c2ccccc2)cc1)c1nn(CCc2ccccc2)c(Br)c1C(=O)OCC. The product is CCCN(Cc1ccc(-c2ccccc2-c2nnnn2C(c2ccccc2)(c2ccccc2)c2ccccc2)cc1)c1nn(CCc2ccccc2)c(I)c1C(=O)OCC. RXN SMILES: [CH2:78]1[O:79][CH2:80][CH2:81][CH2:82]1.[CH2:7]([Li:8])[CH2:9][CH2:10][CH3:11].[CH3:1][CH2:2][CH2:3][CH2:4][CH2:5][CH3:6].[Cl-:76].[I:72][CH2:73][CH2:74][I:75].[NH4+:77].[c:12]1([CH2:18][CH2:19][n:20]2[n:21][c:22]([N:31]([CH2:32][c:33]3[cH:34][cH:35][c:36](-[c:39]4[c:40](-[c:45]5[n:46][n:47][n:48][n:49]5[C:50]([c:51]5[cH:52][cH:53][cH:54][cH:55][cH:56]5)([c:57]5[cH:58][cH:59][cH:60][cH:61][cH:62]5)[c:63]5[cH:64][cH:65][cH:66][cH:67][cH:68]5)[cH:41][cH:42][cH:43][cH:44]4)[cH:37][cH:38]3)[CH2:69][CH2:70][CH3:71])[c:23]([C:26](=[O:27])[O:28][CH2:29][CH3:30])[c:24]2[Br:25])[cH:13][cH:14][cH:15][cH:16][cH:17]1>>[c:12]1([CH2:18][CH2:19][n:20]2[n:21][c:22]([N:31]([CH2:32][c:33]3[cH:34][cH:35][c:36](-[c:39]4[c:40](-[c:45]5[n:46][n:47][n:48][n:49]5[C:50]([c:51]5[cH:52][cH:53][cH:54][cH:55][cH:56]5)([c:57]5[cH:58][cH:59][cH:60][cH:61][cH:62]5)[c:63]5[cH:64][cH:65][cH:66][cH:67][cH:68]5)[cH:41][cH:42][cH:43][cH:44]4)[cH:37][cH:38]3)[CH2:69][CH2:70][CH3:71])[c:23]([C:26](=[O:27])[O:28][CH2:29][CH3:30])[c:24]2[I:72])[cH:13][cH:14][cH:15][cH:16][cH:17]1. Reactants: C(C)OC(CC(C1=CC=C(C=C1)OC)=O)=O (ethyl(4-methoxybenzoyl)acetate), nitro, C(C)(=O)OCC (ethyl acetate), [N+](=O)([O-])C=CC1=CC2=C(OCO2)C=C1 (5-(2-nitrovinyl)-1,3-benzodioxole), C1(=CC=CC=C1)C (toluene), C1(=CC=CC=C1)C (Toluene), nitro. Reagents/catalysts: N12CCCCCC2=NCCC1 (DBU), N12CCCCCC2=NCCC1 (1,8-diazabicyclo[5,4,0]undec-7-ene). Run in C(Cl)Cl (methylene chloride). Conditions: temperature 80 celsius. Yields the product COC1=CC=C(C(=O)C(C(=O)OCC)C(CC[N+](=O)[O-])C2=CC3=C(OCO3)C=C2)C=C1 (Ethyl 2-(4-methoxybenzoyl)-4-nitromethyl-3-(1.3-benzodioxole-5-yl)butyrate). Reaction SMILES: [CH2:1]([O:3][C:4](=[O:16])[CH2:5][C:6](=[O:15])[C:7]1[CH:12]=[CH:11][C:10]([O:13][CH3:14])=[CH:9][CH:8]=1)[CH3:2].[N+:17]([CH:20]=[CH:21][C:22]1[CH:30]=[CH:29][C:25]2OCOC=2C=1)([O-:19])=[O:18].[C:31]([O:34][CH2:35][CH3:36])(=[O:33])C.[C:37]1(C)C=CC=CC=1>C(Cl)Cl.N12CCCN=C1CCCCC2>[CH3:14][O:13][C:10]1[CH:9]=[CH:8][C:7]([C:6]([CH:5]([CH:22]([C:30]2[CH:29]=[CH:25][C:36]3[O:33][CH2:31][O:34][C:35]=3[CH:37]=2)[CH2:21][CH2:20][N+:17]([O-:19])=[O:18])[C:4]([O:3][CH2:1][CH3:2])=[O:16])=[O:15])=[CH:12][CH:11]=1. Reported procedure: To ethyl(4-methoxybenzoyl)acetate (23.0 g, 0.104 mol), prepared by the method of Krapcho et al., Org. Syn. 47, 20 (1967), and 5-(2-nitrovinyl)-1,3-benzodioxole (17.0 g, 0.088 mol) dissolved in 180 mL of toluene and heated to 80° C. was added 1,8-diazabicyclo[5,4,0]undec-7-ene (DBU, 0.65 g) with stirring. The mixture was heated until all the nitro starting material dissolved. The solution was stirred without heating for 30 minutes and then an additional 0.65 g of DBU was added. After stirring an ... Starting materials: CO (methanol), O1CCOC2=C1C=CC(=C2)CN(C(OC(C)(C)C)=O)C2CCN(CC2)CCN2C(C=CC1=CC=C(C=C21)C)=O (tert-butyl (2,3-dihydro-1,4-benzodioxin-6-ylmethyl)(1-(2-(7-methyl-2-oxoquinolin-1(2H)-yl)ethyl)piperidin-4-yl)carbamate), Cl.C(C)(=O)OCC (hydrogen chloride ethyl acetate). Solvent: C(C)(=O)OCC (Ethyl acetate). Reaction conditions: time 30 minute. The product is Cl.O1CCOC2=C1C=CC(=C2)CNC2CCN(CC2)CCN2C(C=CC1=CC=C(C=C21)C)=O (1-(2-(4-((2,3-dihydro-1,4-benzodioxin-6-ylmethyl)amino)piperidin-1-yl)ethyl)-7-methylquinolin-2(1H)-one hydrochloride). RXN SMILES: CO.[O:3]1[C:8]2[CH:9]=[CH:10][C:11]([CH2:13][N:14]([CH:22]3[CH2:27][CH2:26][N:25]([CH2:28][CH2:29][N:30]4[C:39]5[C:34](=[CH:35][CH:36]=[C:37]([CH3:40])[CH:38]=5)[CH:33]=[CH:32][C:31]4=[O:41])[CH2:24][CH2:23]3)C(=O)OC(C)(C)C)=[CH:12][C:7]=2[O:6][CH2:5][CH2:4]1.[ClH:42].C(OCC)(=O)C>C(OCC)(=O)C>[ClH:42].[O:3]1[C:8]2[CH:9]=[CH:10][C:11]([CH2:13][NH:14][CH:22]3[CH2:23][CH2:24][N:25]([CH2:28][CH2:29][N:30]4[C:39]5[C:34](=[CH:35][CH:36]=[C:37]([CH3:40])[CH:38]=5)[CH:33]=[CH:32][C:31]4=[O:41])[CH2:26][CH2:27]3)=[CH:12][C:7]=2[O:6][CH2:5][CH2:4]1 |f:2.3,5.6|. Reported procedure: To 2.0 mL of a methanol solution containing 0.25 g of tert-butyl (2,3-dihydro-1,4-benzodioxin-6-ylmethyl)(1-(2-(7-methyl-2-oxoquinolin-1(2H)-yl)ethyl)piperidin-4-yl)carbamate, 2.0 mL of 4 mol/L hydrogen chloride/ethyl acetate solution was added and stirred for 30 min. Ethyl acetate was added, and the resulting solid was filtered to afford 0.18 g of 1-(2-(4-((2,3-dihydro-1,4-benzodioxin-6-ylmethyl)amino)piperidin-1-yl)ethyl)-7-methylquinolin-2(1H)-one hydrochloride as a white solid.